Dataset: the Open Reaction Database (ORD), a public repository of structured organic reaction records. Task: describe an organic reaction: reactants, conditions, products, and yield The reactants are CC(C)(C)OC(=O)Cc1cscc1Nc1c(Cl)cccc1Cl, Cc1ccccc1, Cc1ccc(S(=O)(=O)O)cc1. The product is O=C(O)Cc1cscc1Nc1c(Cl)cccc1Cl. As a reaction SMILES: [C:1]([CH3:2])([CH3:3])([CH3:4])[O:5][C:6]([CH2:7][c:8]1[cH:9][s:10][cH:11][c:12]1[NH:13][c:14]1[c:15]([Cl:21])[cH:16][cH:17][cH:18][c:19]1[Cl:20])=[O:22].[CH3:34][c:35]1[cH:36][cH:37][cH:38][cH:39][cH:40]1.[c:23]1([CH3:24])[cH:25][cH:26][c:27]([S:28]([OH:29])(=[O:30])=[O:31])[cH:32][cH:33]1>>[O:5]=[C:6]([CH2:7][c:8]1[cH:9][s:10][cH:11][c:12]1[NH:13][c:14]1[c:15]([Cl:21])[cH:16][cH:17][cH:18][c:19]1[Cl:20])[OH:22]. The reactants are C[Si](C)(O)c1ccccc1 (effective_coupling_partner), COc2ccc1cc(OC(=O)N(C)C)ccc1c2 (substrate). Reagents/catalysts: dcype. Conditions: temperature 120 celsius, time 12 hour. Product: COc3ccc2cc(c1ccccc1)ccc2c3. Starting materials: C(C)(=O)O.N[C@](CO)([C@@H](C)O)C ((±)-(2R*,3R*)-2-Amino-2-methyl-1,3-butanediol acetate), C(C)(C)C(CO)(CO)[N+](=O)[O-] (2-Isopropyl-2-nitro-1,3-propanediol). Product: C(C)(=O)OCC(CO)(C(C)C)N (2-amino-2-isopropyl-1,3-propanediol acetate). The yield is 98.0%. RXN SMILES: [C:1]([OH:4])(=[O:3])[CH3:2].N[C@@](C)([C@H](O)C)CO.[CH:13]([C:16]([N+:21]([O-])=O)([CH2:19]O)[CH2:17][OH:18])([CH3:15])[CH3:14]>>[C:1]([O:4][CH2:19][C:16]([NH2:21])([CH:13]([CH3:15])[CH3:14])[CH2:17][OH:18])(=[O:3])[CH3:2] |f:0.1|. Reported procedure: Using the procedure in 32E, 2-isopropyl-2-nitro-1,3-propanediol (63A) gave a 98% yield of 2-amino-2-isopropyl-1,3-propanediol acetate, mp 155°-155.5°, (C,H,N). H. S. Broadbent et al., J. Heterocyclic Chem. 13, 337 (1975) report the synthesis of this compound as the free base (mp 70°-72°).